This data is from the Open Reaction Database (ORD), a public repository of structured organic reaction records. The task is: describe an organic reaction: reactants, conditions, products, and yield Reactants: COc1ccc2c(c1)CCn1c-2cc(Cl)nc1=O, Nc1cccc2ncccc12. Yields the product COc1ccc2c(c1)CCn1c-2cc(Nc2cccc3ncccc23)nc1=O. RXN SMILES: [Cl:1][c:2]1[n:3][c:4](=[O:18])[n:5]2[c:6]([cH:17]1)-[c:7]1[cH:8][cH:9][c:10]([O:15][CH3:16])[cH:11][c:12]1[CH2:13][CH2:14]2.[NH2:19][c:20]1[c:21]2[cH:22][cH:23][cH:24][n:25][c:26]2[cH:27][cH:28][cH:29]1>>[c:2]1([NH:19][c:20]2[c:21]3[cH:22][cH:23][cH:24][n:25][c:26]3[cH:27][cH:28][cH:29]2)[n:3][c:4](=[O:18])[n:5]2[c:6]([cH:17]1)-[c:7]1[cH:8][cH:9][c:10]([O:15][CH3:16])[cH:11][c:12]1[CH2:13][CH2:14]2. Reactants: Cc1ccc(C(=O)O)cc1F, NCc1ccc(F)cc1. Reagents/catalysts: C1CCC(CC1)N=C=NC2CCCCC2 (DCC), CCN(CC)CC (TEA), C1=CC=C2C(=C1)C(=O)N(C2=O)O (N-Hydroxyphthalimide). Run in CN(C)C=O (DMF), CN(C)C=O (DMF), CN(C)C=O (DMF), CN(C)C=O (DMF), CN(C)C=O (DMF), CN(C)C=O (DMF). Reaction conditions: temperature 25 celsius, time 2 hour. The product is Cc1ccc(C(=O)NCc2ccc(F)cc2)cc1F. Isolated yield 62.1%. As a reaction SMILES: NCc1ccc(F)cc1.Cc1ccc(C(=O)O)cc1F.C1CCC(CC1)N=C=NC2CCCCC2.C1=CC=C2C(=C1)C(=O)N(C2=O)O.CCN(CC)CC.CN(C)C=O>>Cc1ccc(C(=O)NCc2ccc(F)cc2)cc1F. The reactants are C=CCBr, CCOC(=O)c1c(N)c2ccccc2[nH]c1=O, CN(C)C=O, [Na], O. Yields the product C=CCn1c(=O)c(C(=O)OCC)c(N)c2ccccc21. RXN SMILES: [CH2:24]([CH:25]=[CH2:26])[Br:27].[CH2:2]([CH3:3])[O:4][C:5](=[O:6])[c:7]1[c:8](=[O:18])[nH:9][c:10]2[cH:11][cH:12][cH:13][cH:14][c:15]2[c:16]1[NH2:17].[CH3:19][N:20]([CH3:21])[CH:22]=[O:23].[Na:1].[OH2:28]>>[CH2:2]([CH3:3])[O:4][C:5](=[O:6])[c:7]1[c:8](=[O:18])[n:9]([CH2:26][CH:25]=[CH2:24])[c:10]2[cH:11][cH:12][cH:13][cH:14][c:15]2[c:16]1[NH2:17]. The reactants are BrC=1C(=CC(=NC1)OC)OCC1CC1 (5-bromo-4-(cyclopropylmethoxy)-2-methoxypyridine), [Li+].[Cl-] (LiCl). The solvent is O (water), CN(C)C=O (DMF). Run at temperature 120 celsius, time 1 hour. Product: BrC=1C(=CC(=NC1)O)OCC1CC1 (5-bromo-4-(cyclopropylmethoxy)pyridin-2-ol). The yield is 89.5%. RXN SMILES: [Br:1][C:2]1[C:3]([O:10][CH2:11][CH:12]2[CH2:14][CH2:13]2)=[CH:4][C:5]([O:8]C)=[N:6][CH:7]=1.[Li+].[Cl-]>CN(C=O)C.O>[Br:1][C:2]1[C:3]([O:10][CH2:11][CH:12]2[CH2:13][CH2:14]2)=[CH:4][C:5]([OH:8])=[N:6][CH:7]=1 |f:1.2|. Reported procedure: To a solution of the title compound from step 1 (450 mg, 1.74 mmol) in DMF (5 mL) was added LiCl (370 mg, 8.72 mmol) and TsORH2O (1.52 g, 8.72 mmol) at room temperature. The mixture was heated to 120° C. and stirred for 1 hour. The mixture was diluted with water (100 mL) and extracted with EtOAc (3×100 mL). The combined organic phase was washed with saturated brine (2×200 mL), dried over anhydrous Na2SO4, filtered and concentrated under reduced pressure to afford the title compound (380 mg, yiel...